The task is: describe an organic reaction: reactants, conditions, products, and yield. This data is from the Open Reaction Database (ORD), a public repository of structured organic reaction records. Reactants: C(C=C)[C@@]1(C(N([C@@H]([C@H](C1)C1=CC(=CC=C1)Cl)C1=CC=C(C=C1)Cl)[C@@H](CO)CC)=O)C ((3S,5R,6S)-3-Allyl-5-(3-chlorophenyl)-6-(4-chlorophenyl)-1-((R)-1-hydroxybutan-2-yl)-3-methylpiperidin-2-one), [H-].[Na+] (sodium hydride), IC (iodomethane). Solvent: C1CCOC1 (THF). Reaction conditions: temperature 0 celsius, time 30 minute. Yields the product C(C=C)[C@@]1(C(N([C@@H]([C@H](C1)C1=CC(=CC=C1)Cl)C1=CC=C(C=C1)Cl)[C@H](COC)CC)=O)C ((3S,5R,6S)-3-allyl-5-(3-chlorophenyl)-6-(4-chlorophenyl)-1-((S)-1-methoxybutan-2-yl)-3-methylpiperidin-2-one). As a reaction SMILES: [CH2:1]([C@@:4]1([CH3:30])[CH2:9][C@H:8]([C:10]2[CH:15]=[CH:14][CH:13]=[C:12]([Cl:16])[CH:11]=2)[C@@H:7]([C:17]2[CH:22]=[CH:21][C:20]([Cl:23])=[CH:19][CH:18]=2)[N:6]([C@H:24]([CH2:27][CH3:28])[CH2:25][OH:26])[C:5]1=[O:29])[CH:2]=[CH2:3].[H-].[Na+].I[CH3:34]>C1COCC1>[CH2:1]([C@@:4]1([CH3:30])[CH2:9][C@H:8]([C:10]2[CH:15]=[CH:14][CH:13]=[C:12]([Cl:16])[CH:11]=2)[C@@H:7]([C:17]2[CH:18]=[CH:19][C:20]([Cl:23])=[CH:21][CH:22]=2)[N:6]([C@@H:24]([CH2:27][CH3:28])[CH2:25][O:26][CH3:34])[C:5]1=[O:29])[CH:2]=[CH2:3] |f:1.2|. Procedure details: To a solution of 50 mg (0.112 mmol) of (3S,5R,6S)-3-allyl-5-(3-chlorophenyl)-6-(4-chlorophenyl)-1-((S)-1-hydroxybutan-2-yl)-3-methylpiperidin-2-one (Example 91, Step B) in 0.5 mL of THF was added 60% sodium hydride (8.96 mg, 0.244 mmol) at 0° C. After being stirred at 0° C. for 30 min, iodomethane (14.01 uL, 0.244 mmol) was added. The reaction was allowed to warm to 25° C., and stirred for an additional 2 h until completion. The reaction was quenched with saturated aqueous NH4Cl solution, extrac... The reactants are ClC1=NOC(=N1)C1CN(CC(C1)C1=CC=C(C=C1)C(F)(F)F)C(=O)N1CCOCC1 ({3-(3-Chloro-1,2,4-oxadiazol-5-yl)-5-[4-(trifluoromethyl)phenyl]piperidin-1-yl}(morpholin-4-yl)methanone), C1(CC1)CN (cyclopropylmethylamine), C(C)O (ethanol). Reaction conditions: temperature 90 celsius, time 12 hour. Yields the product C1(CC1)N(C1=NOC(=N1)C1CN(CC(C1)C1=CC=C(C=C1)C(F)(F)F)C(=O)N1CCOCC1)C ((3-{3-[Cyclopropyl(methyl)amino]-1,2,4-oxadiazol-5-yl}-5-[4-(trifluoromethyl)phenyl]piperidin-1-yl)(morpholin-4-yl)methanone). Reaction SMILES: Cl[C:2]1[N:6]=[C:5]([CH:7]2[CH2:12][CH:11]([C:13]3[CH:18]=[CH:17][C:16]([C:19]([F:22])([F:21])[F:20])=[CH:15][CH:14]=3)[CH2:10][N:9]([C:23]([N:25]3[CH2:30][CH2:29][O:28][CH2:27][CH2:26]3)=[O:24])[CH2:8]2)[O:4][N:3]=1.[CH:31]1([CH2:34][NH2:35])[CH2:33]C1.[CH2:36](O)C>>[CH:34]1([N:35]([CH3:36])[C:2]2[N:6]=[C:5]([CH:7]3[CH2:12][CH:11]([C:13]4[CH:18]=[CH:17][C:16]([C:19]([F:22])([F:21])[F:20])=[CH:15][CH:14]=4)[CH2:10][N:9]([C:23]([N:25]4[CH2:30][CH2:29][O:28][CH2:27][CH2:26]4)=[O:24])[CH2:8]3)[O:4][N:3]=2)[CH2:31][CH2:33]1. Reported procedure: To a solution of 109 mg (0.245 mmol) of the oxadiazole from Example 23A in 2.0 ml of ethanol were added 523 mg (7.35 mmol) of cyclopropylmethylamine, and then the reaction mixture was stirred in the microwave at 90° C. for 12 h. The solvent was removed under reduced pressure and the crude product was purified by means of preparative HPLC. Yield: 42.0 mg (36% of theory) Starting materials: O.NC=1C=C(C=CC1)B(O)O (3-aminophenylboronic acid monohydrate), BrC1=CC=C(CC=2NC(C3=C(N2)N(N=C3CC)C(CCCC3=CC=CC=C3)C)=O)C=C1 (6-(4-bromo-benzyl)-1-(1-methyl-4-phenyl-butyl)-3-ethyl-1,5-dihydro-pyrazolo[3,4-d]pyrimidin-4-one), C(=O)([O-])[O-].[Na+].[Na+] (Na2CO3). Reagents/catalysts: C=1C=CC(=CC1)[P](C=2C=CC=CC2)(C=3C=CC=CC3)[Pd]([P](C=4C=CC=CC4)(C=5C=CC=CC5)C=6C=CC=CC6)([P](C=7C=CC=CC7)(C=8C=CC=CC8)C=9C=CC=CC9)[P](C=1C=CC=CC1)(C=1C=CC=CC1)C=1C=CC=CC1 (tetrakistriphenylphosphine-palladium). Run in C1CCOC1 (THF). Conditions: temperature 70 celsius, time 1 hour. Yields the product NC=1C=C(C=CC1)C1=CC=C(C=C1)CC=1NC(C2=C(N1)N(N=C2CC)C(CCCC2=CC=CC=C2)C)=O (6-(3′-Amino-biphenyl-4-yl-methyl)-3-ethyl-1-(1-methyl-4-phenyl-butyl)-1,5-dihydro-pyrazolo[3,4-d]pyrimidin-4-one). Yield: 6.4%. RXN SMILES: O.[NH2:2][C:3]1[CH:4]=[C:5](B(O)O)[CH:6]=[CH:7][CH:8]=1.Br[C:13]1[CH:42]=[CH:41][C:16]([CH2:17][C:18]2[NH:19][C:20](=[O:40])[C:21]3[C:26]([CH2:27][CH3:28])=[N:25][N:24]([CH:29]([CH3:39])[CH2:30][CH2:31][CH2:32][C:33]4[CH:38]=[CH:37][CH:36]=[CH:35][CH:34]=4)[C:22]=3[N:23]=2)=[CH:15][CH:14]=1.C([O-])([O-])=O.[Na+].[Na+]>C1COCC1.C1C=CC([P]([Pd]([P](C2C=CC=CC=2)(C2C=CC=CC=2)C2C=CC=CC=2)([P](C2C=CC=CC=2)(C2C=CC=CC=2)C2C=CC=CC=2)[P](C2C=CC=CC=2)(C2C=CC=CC=2)C2C=CC=CC=2)(C2C=CC=CC=2)C2C=CC=CC=2)=CC=1>[NH2:2][C:3]1[CH:4]=[C:5]([C:13]2[CH:42]=[CH:41][C:16]([CH2:17][C:18]3[NH:19][C:20](=[O:40])[C:21]4[C:26]([CH2:27][CH3:28])=[N:25][N:24]([CH:29]([CH3:39])[CH2:30][CH2:31][CH2:32][C:33]5[CH:34]=[CH:35][CH:36]=[CH:37][CH:38]=5)[C:22]=4[N:23]=3)=[CH:15][CH:14]=2)[CH:6]=[CH:7][CH:8]=1 |f:0.1,3.4.5,^1:57,59,78,97|. Reported procedure: 697 mg (4.5 mmol) of 3-aminophenylboronic acid monohydrate and 150 mg of tetrakistriphenylphosphine-palladium are added under argon to a solution of 1.66 g (3.47 mmol) of 6-(4-bromo-benzyl)-1-(1-methyl-4-phenyl-butyl)-3-ethyl-1,5-dihydro-pyrazolo[3,4-d]pyrimidin-4-one in 38 ml of THF, and the mixture is stirred for one hour at 70° C. After 4.9 ml of 1N Na2CO3 solution have been added, the mixture is stirred for a further 4 hours at 70° C., the solvent is removed in vacuo, and the residue is take... Starting materials: NCCC1=C(C=CC=C1)[N+](=O)[O-] (2-(2-aminoethyl)nitrobenzene), C(C)(C)(C)OC(=O)N1CCC(CC1)=O (1-t-butoxycarbonyl-4-piperidinone), C(C)(=O)O (acetic acid), C(#N)[BH3-].[Na+] (Sodium cyanoborohydride). Run in CO (methanol). Run at time 3 hour. The product is [N+](=O)([O-])C1=C(C=CC=C1)CCNC1CCN(CC1)C(=O)OC(C)(C)C (t-Butyl 4-{[2-(2-nitrophenyl)ethyl]amino}piperidine-1-carboxylate), oil. As a reaction SMILES: [NH2:1][CH2:2][CH2:3][C:4]1[CH:9]=[CH:8][CH:7]=[CH:6][C:5]=1[N+:10]([O-:12])=[O:11].[C:13]([O:17][C:18]([N:20]1[CH2:25][CH2:24][C:23](=O)[CH2:22][CH2:21]1)=[O:19])([CH3:16])([CH3:15])[CH3:14].C(O)(=O)C.C([BH3-])#N.[Na+]>CO>[N+:10]([C:5]1[CH:6]=[CH:7][CH:8]=[CH:9][C:4]=1[CH2:3][CH2:2][NH:1][CH:23]1[CH2:24][CH2:25][N:20]([C:18]([O:17][C:13]([CH3:16])([CH3:15])[CH3:14])=[O:19])[CH2:21][CH2:22]1)([O-:12])=[O:11] |f:3.4|. Procedure details: A solution of 2-(2-aminoethyl)nitrobenzene (8.00 g, 48.1 mmol) and 1-t-butoxycarbonyl-4-piperidinone (9.59 g, 48.1 mmol) in methanol (100 mL) was brought to pH 5 by the addition of acetic acid. Sodium cyanoborohydride (4.53 g, 72.2 mmol) was added and the reaction stirred for 3 h. Methanol was removed in vacuo, and the residue partitioned between ethyl acetate and saturated sodium bicarbonate solution. The organic phase was washed with saturated brine and dried over sodium sulfate. The title com... Starting materials: C[C@]1(CN(CC1)[C@H](C(F)(F)F)C=1C=NC(=CC1)NN)NC(OC(C)(C)C)=O (tert-butyl (S)-3-methyl-1-((S)-2,2,2-trifluoro-1-(6-hydrazinylpyridin-3-yl)ethyl)pyrrolidin-3-ylcarbamate), C(C)OC1=C(C=C2C=CC(=NC2=C1)C=O)F (7-ethoxy-6-fluoroquinoline-2-carbaldehyde). Run in C(C)O (ethanol). Conditions: time 8 hour. Yields the product C(C)OC1=C(C=C2C=CC(=NC2=C1)\C=N\NC1=CC=C(C=N1)[C@@H](C(F)(F)F)N1C[C@@](CC1)(C)NC(OC(C)(C)C)=O)F (tert-butyl (S)-1-((S)-1-(6-((E)-2-((7-ethoxy-6-fluoroquinolin-2-yl)methylene)hydrazinyl)pyridin-3-yl)-2,2,2-trifluoroethyl)-3-methylpyrrolidin-3-ylcarbamate). Isolated yield 68.0%. Reaction SMILES: [CH3:1][C@:2]1([NH:20][C:21](=[O:27])[O:22][C:23]([CH3:26])([CH3:25])[CH3:24])[CH2:6][CH2:5][N:4]([C@@H:7]([C:12]2[CH:13]=[N:14][C:15]([NH:18][NH2:19])=[CH:16][CH:17]=2)[C:8]([F:11])([F:10])[F:9])[CH2:3]1.[CH2:28]([O:30][C:31]1[CH:40]=[C:39]2[C:34]([CH:35]=[CH:36][C:37]([CH:41]=O)=[N:38]2)=[CH:33][C:32]=1[F:43])[CH3:29]>C(O)C>[CH2:28]([O:30][C:31]1[CH:40]=[C:39]2[C:34]([CH:35]=[CH:36][C:37](/[CH:41]=[N:19]/[NH:18][C:15]3[N:14]=[CH:13][C:12]([C@H:7]([N:4]4[CH2:5][CH2:6][C@@:2]([NH:20][C:21](=[O:27])[O:22][C:23]([CH3:26])([CH3:25])[CH3:24])([CH3:1])[CH2:3]4)[C:8]([F:9])([F:10])[F:11])=[CH:17][CH:16]=3)=[N:38]2)=[CH:33][C:32]=1[F:43])[CH3:29]. Procedure details: To a solution of tert-butyl (S)-3-methyl-1-((S)-2,2,2-trifluoro-1-(6-hydrazinylpyridin-3-yl)ethyl)pyrrolidin-3-ylcarbamate (Example 122, Steps A and B; 5.113 g, 13.13 mmol) in ethanol (25 mL) was added 7-ethoxy-6-fluoroquinoline-2-carbaldehyde (2.878 g, 13.13 mmol) and stirred overnight at ambient temperature. The precipitate was filtered to give desired product as a pale yellow solid (5.276 g). The filtrate was subjected to chromatography (C18, 300 g, 75 mL/min, 10% MeCN/H2O to 95% MeCN over 25... RXN SMILES: [CH3:1][Si:2]([CH3:6])([CH2:4][Cl:5])Cl.[CH3:7][Si:8]([CH3:11])([CH3:10])Cl.[OH2:12]>>[CH3:7][Si:8]([CH3:11])([CH3:10])[O:12][Si:2]([CH3:6])([CH3:1])[CH2:4][Cl:5]. The product is C[Si](O[Si](CCl)(C)C)(C)C (pentamethylchloromethyldisiloxane). Reported procedure: 134 ml. dimethylchloromethylchlorosilane (1 mole) and 127 ml. (1 mole) of trimethylchlorosilane are mixed and shaken thoroughly. When 600 ml. of distilled water is added, exothermic hydrolytic reactions occur immediately. The mixture is shaken on a mechanical shaker overnight to complete hydrolysis. The upper oily layer is separated and is dried over anhydrous sodium carbonate. After drying, the product is distilled through a column of 13 theoretical plates and the fraction which distills at 151... The reactants are C[Si](Cl)(CCl)C (dimethylchloromethylchlorosilane), C[Si](Cl)(C)C (trimethylchlorosilane), O (water).